From a dataset of the Open Reaction Database (ORD), a public repository of structured organic reaction records. describe an organic reaction: reactants, conditions, products, and yield Reactants: O (water), SCC(=O)OC (methyl 2-mercaptoacetate), C(C)(=O)C1=C(N(C2=CC=CC=C12)COCCOC)Cl (3-Acetyl-2-chloro-1-(2-methoxyethoxymethyl)indole), C(=O)([O-])[O-].[K+].[K+] (K2CO3). Solvent: CO (MeOH). Run at time 48 hour. Yields the product COCCOCN1C2=C(C3=CC=CC=C13)C(=C(S2)C(=O)OC)C (Methyl 8-((2-methyloxyethyl)-oxymethyl)-3-methylthieno[2,3-b]indole-2carboxylate). Reaction SMILES: [SH:1][CH2:2][C:3]([O:5][CH3:6])=[O:4].[C:7]([C:10]1[C:18]2[C:13](=[CH:14][CH:15]=[CH:16][CH:17]=2)[N:12]([CH2:19][O:20][CH2:21][CH2:22][O:23][CH3:24])[C:11]=1Cl)(=O)[CH3:8].C([O-])([O-])=O.[K+].[K+].O>CO>[CH3:24][O:23][CH2:22][CH2:21][O:20][CH2:19][N:12]1[C:13]2[C:18](=[CH:17][CH:16]=[CH:15][CH:14]=2)[C:10]2[C:7]([CH3:8])=[C:2]([C:3]([O:5][CH3:6])=[O:4])[S:1][C:11]1=2 |f:2.3.4|. Reported procedure: 400 μl of methyl 2-mercaptoacetate was added to a slurry of 1050 mg of (80) and 1.1 g of K2CO3 in 10 ml of MeOH, and left with stirring for 48 hours. 20 ml of water was added, and the precipitate filtered off and dried. This material was thoroughly washed with pentane, filtered, dried, and recrystallized from EtOH giving 230 mg of (81) as a white powder. M.p. 85.4°-86° C. The reactants are FC=1C=CC(=C(C1)C(F)(F)F)[N+](=O)[O-] (5-fluoro-2-nitrobenzotrifluoride), N1CCCC1 (pyrrolidine), N1(CCCC1)C=1C=CC(=C(C1)C(F)(F)F)[N+](=O)[O-] (5-pyrrolidinyl-2-nitrobenzotrifluoride), crude product. The product is N1(CCCC1)C=1C=CC(=C(C1)C(F)(F)F)N (5-pyrrolidinyl-2-aminobenzo-trifluoride). Isolated yield 79.4%. Reaction SMILES: FC1C=CC([N+]([O-])=O)=C(C(F)(F)F)C=1.N1CCCC1.[N:20]1([C:25]2[CH:26]=[CH:27][C:28]([N+:35]([O-])=O)=[C:29]([C:31]([F:34])([F:33])[F:32])[CH:30]=2)[CH2:24][CH2:23][CH2:22][CH2:21]1>>[N:20]1([C:25]2[CH:26]=[CH:27][C:28]([NH2:35])=[C:29]([C:31]([F:33])([F:34])[F:32])[CH:30]=2)[CH2:24][CH2:23][CH2:22][CH2:21]1. Procedure: Starting from 80 mg of 5-fluoro-2-nitrobenzotrifluoride and by reaction with pyrrolidine, 138 mg of 5-pyrrolidinyl-2-nitrobenzotrifluoride are prepared by general method A. The crude product is hydrogenated by general method B. 97 mg of 5-pyrrolidinyl-2-aminobenzo-trifluoride are obtained. Starting from this and by reaction with 3,5-dimethylisoxazole-4-sulfonyl chloride by general method C, 80 mg of 3,5-dimethylisoxazole-4-sulfonic acid 4-pyrrolidin-1-yl-2-trifluoromethyl-phenylamide are prepare... Starting materials: OC1=CC=C(C=C1)CC(=O)OC (methyl 4-hydroxyphenylacetate), BrCCCCCCCCCCCCCC (1-bromotetradecane), C([O-])([O-])=O.[K+].[K+] (potassium carbonate). The reagents and catalysts are [I-].[K+] (potassium iodide). Solvent: CC(=O)C (acetone). The product is COC(CC1=CC=C(C=C1)OCCCCCCCCCCCCCC)=O ([4-(Tetradecyloxy)phenyl]acetic acid methyl ester). Isolated yield 63.3%. As a reaction SMILES: [OH:1][C:2]1[CH:7]=[CH:6][C:5]([CH2:8][C:9]([O:11][CH3:12])=[O:10])=[CH:4][CH:3]=1.Br[CH2:14][CH2:15][CH2:16][CH2:17][CH2:18][CH2:19][CH2:20][CH2:21][CH2:22][CH2:23][CH2:24][CH2:25][CH2:26][CH3:27].C(=O)([O-])[O-].[K+].[K+]>[I-].[K+].CC(C)=O>[CH3:12][O:11][C:9](=[O:10])[CH2:8][C:5]1[CH:4]=[CH:3][C:2]([O:1][CH2:27][CH2:26][CH2:25][CH2:24][CH2:23][CH2:22][CH2:21][CH2:20][CH2:19][CH2:18][CH2:17][CH2:16][CH2:15][CH3:14])=[CH:7][CH:6]=1 |f:2.3.4,5.6|. Procedure details: A mixture of 200 g of methyl 4-hydroxyphenylacetate, 350.4 g of 1-bromotetradecane, 207.9 g of potassium carbonate, 10 g of potassium iodide and 1.5 L of acetone is heated at reflux temperature for 24 hours. The reaction is cooled to room temperature, concentrated in vacuo and the residue is recrystallized from cold hexane to give 276.0 g of the desired product. Reported procedure: The title compound of Step A was prepared from 3-(3-aminomethyl-phenyl)-propionic acid methyl ester hydrochloride salt, of Preparation 44, and 4-pyrazol-1-yl-benzaldehyde, of Preparation 42, using the method described in Example 1, Step A except the imine was formed in MeOH at reflux over 2 h. 1H NMR (400 MHz, CDCl3) δ 7.81 (s, 1H), 7.44 (d, 2H), 7.32 (d, 2H), 7.24 (m, 2H), 7.17 (m, 3H), 7.07 (d, 1H), 3.82 (s, 2H), 3.77 (s, 2H), 3.64 (s, 3H), 2.92 (t, 2H), 2.61 (t, 2H); MS 350 (M+1). Reaction SMILES: Cl.[CH3:2][O:3][C:4](=[O:15])[CH2:5][CH2:6][C:7]1[CH:12]=[CH:11][CH:10]=[C:9]([CH2:13][NH2:14])[CH:8]=1.[N:16]1([C:21]2[CH:28]=[CH:27][C:24]([CH:25]=O)=[CH:23][CH:22]=2)[CH:20]=[CH:19][CH:18]=[N:17]1>CO>[CH3:2][O:3][C:4](=[O:15])[CH2:5][CH2:6][C:7]1[CH:12]=[CH:11][CH:10]=[C:9]([CH2:13][NH:14][CH2:25][C:24]2[CH:23]=[CH:22][C:21]([N:16]3[CH:20]=[CH:19][CH:18]=[N:17]3)=[CH:28][CH:27]=2)[CH:8]=1 |f:0.1|. The product is COC(CCC1=CC(=CC=C1)CNCC1=CC=C(C=C1)N1N=CC=C1)=O (3-{3-[(4-Pyrazol-1-yl-benzylamino)-methyl]-phenyl}-propionic acid methyl ester). Run in CO (MeOH). Starting materials: Cl.COC(CCC1=CC(=CC=C1)CN)=O (3-(3-aminomethyl-phenyl)-propionic acid methyl ester hydrochloride salt), N1(N=CC=C1)C1=CC=C(C=O)C=C1 (4-pyrazol-1-yl-benzaldehyde), imine.